This data is from the Open Reaction Database (ORD), a public repository of structured organic reaction records. The task is: describe an organic reaction: reactants, conditions, products, and yield Starting materials: Cc1cccnc1CN(CCCCN)Cc1ncccc1C, CCN(C(C)C)C(C)C, Cl, CN(C)C=O, N=C(N)c1cc[nH]n1. The product is Cc1cccnc1CN(CCCCNC(=N)N)Cc1ncccc1C. Reaction SMILES: [CH3:1][c:2]1[c:3]([CH2:8][N:9]([CH2:10][CH2:11][CH2:12][CH2:13][NH2:14])[CH2:15][c:16]2[n:17][cH:18][cH:19][cH:20][c:21]2[CH3:22])[n:4][cH:5][cH:6][cH:7]1.[CH:32]([N:33]([CH2:34][CH3:35])[CH:36]([CH3:37])[CH3:38])([CH3:39])[CH3:40].[ClH:23].[O:41]=[CH:42][N:43]([CH3:44])[CH3:45].[nH:24]1[cH:25][cH:26][c:27]([C:29](=[NH:30])[NH2:31])[n:28]1>>[CH3:1][c:2]1[c:3]([CH2:8][N:9]([CH2:10][CH2:11][CH2:12][CH2:13][NH:14][C:29](=[NH:30])[NH2:31])[CH2:15][c:16]2[n:17][cH:18][cH:19][cH:20][c:21]2[CH3:22])[n:4][cH:5][cH:6][cH:7]1.